From a dataset of the Open Reaction Database (ORD), a public repository of structured organic reaction records. describe an organic reaction: reactants, conditions, products, and yield Reactants: C(C=C)(=O)OCCCC (butyl acrylate), O=CC(C)=C (methacrolein), solids, C(C(=C)C)(=O)OC (methyl methacrylate), C=CC1=CC=CC=C1 (styrene). Solvent: C(CCC)OCCO (2-butoxy ethanol). Yields the product C(C=C)(=O)OCCCC.C(C(=C)C)(=O)OC.C=CC1=CC=CC=C1.O=CC(C)=C (Butyl Acrylate Methyl Methacrylate Styrene Methacrolein). Reaction SMILES: [C:1]([O:5][CH2:6][CH2:7][CH2:8][CH3:9])(=[O:4])[CH:2]=[CH2:3].[C:10]([O:15][CH3:16])(=[O:14])[C:11]([CH3:13])=[CH2:12].[CH2:17]=[CH:18][C:19]1[CH:24]=[CH:23][CH:22]=[CH:21][CH:20]=1.[O:25]=[CH:26][C:27](=[CH2:29])[CH3:28]>C(OCCO)CCC>[C:1]([O:5][CH2:6][CH2:7][CH2:8][CH3:9])(=[O:4])[CH:2]=[CH2:3].[C:10]([O:15][CH3:16])(=[O:14])[C:11]([CH3:13])=[CH2:12].[CH2:17]=[CH:18][C:19]1[CH:24]=[CH:23][CH:22]=[CH:21][CH:20]=1.[O:25]=[CH:26][C:27](=[CH2:28])[CH3:29] |f:5.6.7.8|. Reported procedure: The resulting copolymer consists of (weight percent) 10% butyl acrylate, 55% methyl methacrylate, 20% styrene and 15% methacrolein (as charged). The polymer solution is diluted to 55% solids with 220 g 2-butoxy ethanol. Yields the product OCc1ncccc1F. RXN SMILES: [BH4-:10].[CH3:12][CH2:13][OH:14].[CH:1](=[O:2])[c:3]1[n:4][cH:5][cH:6][cH:7][c:8]1[F:9].[Na+:11]>>[CH2:1]([OH:2])[c:3]1[n:4][cH:5][cH:6][cH:7][c:8]1[F:9]. Reactants: [BH4-], CCO, O=Cc1ncccc1F, [Na+]. Run at temperature 40 celsius, time 16 hour. Procedure details: A mixture of N-tert-butoxycarbonyl-4-(2-bromo-5-methoxybenzal)piperidine (87.7 g, 0.229 mol), 5% rhodium-carbon (25.6 g), ethyl acetate (150 mL) and ethyl alcohol (150 mL) was stirred at 40° C. for 16 hours under a hydrogen atmosphere. The precipitate was filtered and then washed with ethyl acetate, and the filtrate was concentrated to dryness. The residue was diluted with ethyl acetate (800 mL) and washed with a saturated aqueous sodium chloride solution (100 mL). The dilution was dried over an... Run in C(C)O (ethyl alcohol). Reaction SMILES: [C:1]([O:5][C:6]([N:8]1[CH2:13][CH2:12][C:11](=[CH:14][C:15]2[CH:20]=[C:19]([O:21][CH3:22])[CH:18]=[CH:17][C:16]=2[Br:23])[CH2:10][CH2:9]1)=[O:7])([CH3:4])([CH3:3])[CH3:2].C(OCC)(=O)C>[C].[Rh].C(O)C>[C:1]([O:5][C:6]([N:8]1[CH2:9][CH2:10][CH:11]([CH2:14][C:15]2[CH:20]=[C:19]([O:21][CH3:22])[CH:18]=[CH:17][C:16]=2[Br:23])[CH2:12][CH2:13]1)=[O:7])([CH3:3])([CH3:4])[CH3:2] |f:2.3|. Yields the product C(C)(C)(C)OC(=O)N1CCC(CC1)CC1=C(C=CC(=C1)OC)Br (N-tert-butoxycarbonyl-4-(2-bromo-5-methoxybenzyl)piperidine). The yield is 89.5%. The reagents and catalysts are [C].[Rh] (rhodium-carbon). Reactants: C(C)(C)(C)OC(=O)N1CCC(CC1)=CC1=C(C=CC(=C1)OC)Br (N-tert-butoxycarbonyl-4-(2-bromo-5-methoxybenzal)piperidine), C(C)(=O)OCC (ethyl acetate). Reactants: NC1=CC=C2C(=N1)C(=CN2)C=2CCN(CC2)CCC2=CC=CC=C2 (5-amino-3-(1-(2-phenyleth-1-yl)-1,2,3,6-tetrahydropyridin-4-yl)pyrrolo[3,2-b]pyridine), S1C=C(C=C1)C(=O)Cl (3-thiophenecarbonyl chloride). Product: S1C=C(C=C1)C(=O)NC1=CC=C2C(=N1)C(=CN2)C=2CCN(CC2)CCC2=CC=CC=C2 (5-(N-[3-thiophenecarbonyl]amino)-3-(1-(2-phenyleth-1-yl)-1,2,3,6-tetrahydropyridin-4-yl)pyrrolo[3,2-b]pyridine). Reaction SMILES: [NH2:1][C:2]1[N:7]=[C:6]2[C:8]([C:11]3[CH2:12][CH2:13][N:14]([CH2:17][CH2:18][C:19]4[CH:24]=[CH:23][CH:22]=[CH:21][CH:20]=4)[CH2:15][CH:16]=3)=[CH:9][NH:10][C:5]2=[CH:4][CH:3]=1.[S:25]1[CH:29]=[CH:28][C:27]([C:30](Cl)=[O:31])=[CH:26]1>>[S:25]1[CH:29]=[CH:28][C:27]([C:30]([NH:1][C:2]2[N:7]=[C:6]3[C:8]([C:11]4[CH2:12][CH2:13][N:14]([CH2:17][CH2:18][C:19]5[CH:20]=[CH:21][CH:22]=[CH:23][CH:24]=5)[CH2:15][CH:16]=4)=[CH:9][NH:10][C:5]3=[CH:4][CH:3]=2)=[O:31])=[CH:26]1. Procedure: Beginning with 0.015 gm (0.047 mMol) 5-amino-3-(1-(2-phenyleth-1-yl)-1,2,3,6-tetrahydropyridin-4-yl)pyrrolo[3,2-b]pyridine and 0.009 mL (0.061 mMol) 3-thiophenecarbonyl chloride, the title compound was prepared essentially by the procedure described in Example 7. Reactants: OCC(O)(c1ccc(Br)cc1)C(F)(F)F, Cc1ccccc1, CC1COCCN1CC1CN(S(=O)(=O)c2cccs2)CCN1, CC(C)(C)[O-], CO, CC(C)Oc1cccc(OC(C)C)c1-c1ccccc1P(C1CCCCC1)C1CCCCC1, [Na+], O=C(C=Cc1ccccc1)C=Cc1ccccc1, O=C(C=Cc1ccccc1)C=Cc1ccccc1, O=C(C=Cc1ccccc1)C=Cc1ccccc1, [Pd], [Pd]. The product is CC1COCCN1CC1CN(S(=O)(=O)c2cccs2)CCN1c1ccc(C(O)(CO)C(F)(F)F)cc1. Reaction SMILES: [Br:23][c:24]1[cH:25][cH:26][c:27]([C:30]([CH2:31][OH:32])([C:33]([F:34])([F:35])[F:36])[OH:37])[cH:28][cH:29]1.[CH3:135][c:136]1[cH:137][cH:138][cH:139][cH:140][cH:141]1.[CH3:1][CH:2]1[CH2:3][O:4][CH2:5][CH2:6][N:7]1[CH2:8][CH:9]1[NH:10][CH2:11][CH2:12][N:13]([S:15](=[O:16])(=[O:17])[c:18]2[s:19][cH:20][cH:21][cH:22]2)[CH2:14]1.[CH3:38][C:39]([CH3:40])([O-:41])[CH3:42].[CH3:77][OH:78].[CH:44]1([P:45]([CH:46]2[CH2:47][CH2:48][CH2:49][CH2:50][CH2:51]2)[c:52]2[cH:53][cH:54][cH:55][cH:56][c:57]2-[c:58]2[c:59]([O:60][CH:61]([CH3:62])[CH3:63])[cH:64][cH:65][cH:66][c:67]2[O:68][CH:69]([CH3:70])[CH3:71])[CH2:72][CH2:73][CH2:74][CH2:75][CH2:76]1.[Na+:43].[O:117]=[C:118]([CH:119]=[CH:120][c:121]1[cH:122][cH:123][cH:124][cH:125][cH:126]1)[CH:127]=[CH:128][c:129]1[cH:130][cH:131][cH:132][cH:133][cH:134]1.[O:81]=[C:82]([CH:83]=[CH:84][c:85]1[cH:86][cH:87][cH:88][cH:89][cH:90]1)[CH:91]=[CH:92][c:93]1[cH:94][cH:95][cH:96][cH:97][cH:98]1.[O:99]=[C:100]([CH:101]=[CH:102][c:103]1[cH:104][cH:105][cH:106][cH:107][cH:108]1)[CH:109]=[CH:110][c:111]1[cH:112][cH:113][cH:114][cH:115][cH:116]1.[Pd:79].[Pd:80]>>[CH3:1][CH:2]1[CH2:3][O:4][CH2:5][CH2:6][N:7]1[CH2:8][CH:9]1[N:10]([c:24]2[cH:25][cH:26][c:27]([C:30]([CH2:31][OH:32])([C:33]([F:34])([F:35])[F:36])[OH:37])[cH:28][cH:29]2)[CH2:11][CH2:12][N:13]([S:15](=[O:16])(=[O:17])[c:18]2[s:19][cH:20][cH:21][cH:22]2)[CH2:14]1.